Dataset: the Open Reaction Database (ORD), a public repository of structured organic reaction records. Task: describe an organic reaction: reactants, conditions, products, and yield Starting materials: FC=1C=C(C=CC1OC1=C2C(=NC=C1)C=C(S2)I)N(C(=O)C2(CC2)C(=O)N)C2=CC=C(C=C2)F (N-(3-fluoro-4-(2-iodothieno[3,2-b]pyridin -7-yloxy)phenyl)-N-(4-fluorophenyl)cyclopropane-1,1-dicarboxamide), C(C#C)C1CCN(CC1)C(=O)OC(C)(C)C (tert-butyl 4-(prop-2-ynyl)piperidine-1-carboxylate). Yields the product C(N)(=O)C1(CC1)C(=O)NC1=CC(=C(OC2=C3C(=NC=C2)C=C(S3)C#CCC3CCN(CC3)C(=O)OC(C)(C)C)C=C1)F (tert-butyl 4-(3-(7-(4-(1-(carbamoyl)cyclopropane-carboxamido)-2-fluorophenoxy)thieno[3,2-b]pyridin-2-yl)prop-2-ynyl)piperidine-1-carboxylate). The yield is 49.9%. Reaction SMILES: [F:1][C:2]1[CH:3]=[C:4]([N:19](C2C=CC(F)=CC=2)[C:20]([C:22]2([C:25]([NH2:27])=[O:26])[CH2:24][CH2:23]2)=[O:21])[CH:5]=[CH:6][C:7]=1[O:8][C:9]1[CH:14]=[CH:13][N:12]=[C:11]2[CH:15]=[C:16](I)[S:17][C:10]=12.[CH2:35]([CH:38]1[CH2:43][CH2:42][N:41]([C:44]([O:46][C:47]([CH3:50])([CH3:49])[CH3:48])=[O:45])[CH2:40][CH2:39]1)[C:36]#[CH:37]>>[C:25]([C:22]1([C:20]([NH:19][C:4]2[CH:5]=[CH:6][C:7]([O:8][C:9]3[CH:14]=[CH:13][N:12]=[C:11]4[CH:15]=[C:16]([C:37]#[C:36][CH2:35][CH:38]5[CH2:43][CH2:42][N:41]([C:44]([O:46][C:47]([CH3:50])([CH3:49])[CH3:48])=[O:45])[CH2:40][CH2:39]5)[S:17][C:10]=34)=[C:2]([F:1])[CH:3]=2)=[O:21])[CH2:24][CH2:23]1)(=[O:26])[NH2:27]. Procedure details: Prepared from N-(3-fluoro-4-(2-iodothieno[3,2-b]pyridin-7-yloxy)phenyl)-N-(4-fluorophenyl)cyclopropane-1,1-dicarboxamide (Example 12, Step A, 50 mg, 0.0845 mmol) and tert-butyl 4-(prop-2-ynyl)piperidine-1-carboxylate (37.8 mg, 0.169 mmol) using the procedure described for Example 6, Step B. The reaction was purified by preparative TLC (1 mm thickness, Rf=0.52), eluting with 10% MeOH/DCM. The product was subject to a second preparative TLC purification (0.5 mm thickness, Rf=0.09), eluting with 1:... Starting materials: C(C)(SCC[C@@H](C(NCCCCC=O)=O)NC(=O)OCC1=CC=CC=C1)=O ((S)—S-3-(benzyloxycarbonylamino)-4-oxo-4-(5-oxopentylamino)butyl ethanethioate), C[O-].[Na+] (Sodium methoxide). Solvent: CO (methanol), CO (MeOH). Reaction conditions: temperature 0 celsius, time 10 minute. Product: SCC[C@@H](C(NCCCCC=O)=O)NC(OCC1=CC=CC=C1)=O ((S)-benzyl 4-mercapto-1-oxo-1-(5-oxopentylamino)butan-2-ylcarbamate). Yield: 86.2%. Reaction SMILES: C(=O)([S:3][CH2:4][CH2:5][C@H:6]([NH:16][C:17]([O:19][CH2:20][C:21]1[CH:26]=[CH:25][CH:24]=[CH:23][CH:22]=1)=[O:18])[C:7](=[O:15])[NH:8][CH2:9][CH2:10][CH2:11][CH2:12][CH:13]=[O:14])C.C[O-].[Na+]>CO>[SH:3][CH2:4][CH2:5][C@H:6]([NH:16][C:17](=[O:18])[O:19][CH2:20][C:21]1[CH:22]=[CH:23][CH:24]=[CH:25][CH:26]=1)[C:7](=[O:15])[NH:8][CH2:9][CH2:10][CH2:11][CH2:12][CH:13]=[O:14] |f:1.2|. Procedure details: A solution of (S)—S-3-(benzyloxycarbonylamino)-4-oxo-4-(5-oxopentylamino)butyl ethanethioate (195 mg, 0.494 mmol) in methanol (4 mL) was purged with argon for 10 min and then cooled to 0° C. Sodium methoxide in MeOH (25%, 0.12 mL) was added to the reaction. The mixture was stirred at 0° C. for 10 min. The reaction was quenched with saturated aqueous NH4Cl solution. The reaction was extracted with EtOAc (2×). The combined EtOAc extracts were washed with saturated aqueous NH4Cl solution, water, sa... Reactants: C1(=CC(=CC=C1)C1=C(N=CO1)C(=O)NC=1C=NN(C1)CC1N(CCC1)C(=O)OC(C)(C)C)C (rac-tert-butyl 2-((4-(5-(m-tolyl)oxazole-4-carboxamido)-1H-pyrazol-1-yl)methyl)pyrrolidine-1-carboxylate), C(=O)(C(F)(F)F)O (TFA). The solvent is C(Cl)Cl (DCM). Run at time 5 hour. Product: N1C(CCC1)CN1N=CC(=C1)NC(=O)C=1N=COC1C=1C=C(C=CC1)C (rac-N-(1-(pyrrolidin-2-ylmethyl)-1H-pyrazol-4-yl)-5-(m-tolyl)oxazole-4-carboxamide). Reaction SMILES: [C:1]1([CH3:33])[CH:6]=[CH:5][CH:4]=[C:3]([C:7]2[O:11][CH:10]=[N:9][C:8]=2[C:12]([NH:14][C:15]2[CH:16]=[N:17][N:18]([CH2:20][CH:21]3[CH2:25][CH2:24][CH2:23][N:22]3C(OC(C)(C)C)=O)[CH:19]=2)=[O:13])[CH:2]=1.C(O)(C(F)(F)F)=O>C(Cl)Cl>[NH:22]1[CH2:23][CH2:24][CH2:25][CH:21]1[CH2:20][N:18]1[CH:19]=[C:15]([NH:14][C:12]([C:8]2[N:9]=[CH:10][O:11][C:7]=2[C:3]2[CH:2]=[C:1]([CH3:33])[CH:6]=[CH:5][CH:4]=2)=[O:13])[CH:16]=[N:17]1. Procedure details: To a solution of rac-tert-butyl 2-((4-(5-(m-tolyl)oxazole-4-carboxamido)-1H-pyrazol-1-yl)methyl)pyrrolidine-1-carboxylate (100 mg, 0.22 mmol) in DCM (2.3 mL), TFA (0.170 mL, 2.215 mmol) was added at 0° C. After stirring for 5 h at rt, the solvent and the remaining TFA was removed under reduced pressure. The residue was dissolved in DCM and 1 N aq. NaOH-solution was added until basic. The layers were separated and the aq. layer was extracted with DCM (1×). The combined organic layers were washed ... RXN SMILES: [O:1]1[CH:5]([CH2:6][NH2:7])[CH2:4][C:3]2[CH:8]=[CH:9][C:10]3[CH2:11][CH2:12][CH2:13][CH2:14][C:15]=3[C:2]1=2.C(N(C(C)C)CC)(C)C.Cl[C:26]([O:28][CH2:29][C:30]1[CH:35]=[CH:34][CH:33]=[CH:32][CH:31]=1)=[O:27].CC1C=CC(S(OC)(=O)=O)=CC=1>>[O:1]1[CH:5]([CH2:6][NH:7][C:26](=[O:27])[O:28][CH2:29][C:30]2[CH:35]=[CH:34][CH:33]=[CH:32][CH:31]=2)[CH2:4][C:3]2[CH:8]=[CH:9][C:10]3[CH2:11][CH2:12][CH2:13][CH2:14][C:15]=3[C:2]1=2. Procedure: Treatment of (±)-1-(2,3,6,7,8,9-hexahydronaphtho[1,2-b]furan-2-yl)methanamine (0.846 g, 4.16 mmol) with diisopropylethylamine (0.592 g, 4.58 mmol) followed by benzyl chloroformate (0.745 g, 4.37 mmol) generally according to the procedure described for Intermediate 7 provided 1.11 g (79%) of (±)-benzyl 2,3,6,7,8,9-hexahydronaphtho[1,2-b]furan-2-ylmethylcarbamate as a white solid. Rf=0.39 (silica, ethyl acetate:hexanes 1:4); mp 88-90° C.; 1H NMR (DMSO-d6) δH 7.49 (t, 1H); 7.33 (m, 4H); 6.87 (d, 1H... Starting materials: O1C2=C(CC1CN)C=CC=1CCCCC12 ((±)-1-(2,3,6,7,8,9-hexahydronaphtho[1,2-b]furan-2-yl)methanamine), CC1=CC=C(C=C1)S(=O)(=O)OC (methyl 4-methylbenzenesulfonate), C(C)(C)N(CC)C(C)C (diisopropylethylamine), ClC(=O)OCC1=CC=CC=C1 (benzyl chloroformate). Product: O1C2=C(CC1CNC(OCC1=CC=CC=C1)=O)C=CC=1CCCCC12 ((±)-benzyl 2,3,6,7,8,9-hexahydronaphtho[1,2-b]furan-2-ylmethylcarbamate). Isolated yield 79.1%.